This data is from the Open Reaction Database (ORD), a public repository of structured organic reaction records. The task is: describe an organic reaction: reactants, conditions, products, and yield Reactants: BrC1=CC=C(C=C1)C1=NC2=C(N1)C=CC=C2C(=O)N (2-(4-bromophenyl)-1H-benzimidazole-4-carboxamide), C(=O)C1=CC=C(C=C1)B(O)O (4-formylphenylboronic acid), C([O-])([O-])=O.[Na+].[Na+] (sodium carbonate). The reagents and catalysts are C1=CC=C(C=C1)P([C-]2C=CC=C2)C3=CC=CC=C3.C1=CC=C(C=C1)P([C-]2C=CC=C2)C3=CC=CC=C3.Cl[Pd]Cl.[Fe+2] ([1,1′-bis(diphenylphosphino)ferrocene]dichloro palladium). The solvent is O1CCOCC1 (dioxane). Run at temperature 95 celsius. The product is C(=O)C1=CC=C(C=C1)C1=CC=C(C=C1)C1=NC2=C(N1)C=CC=C2C(=O)N (2-(4′-formylbipheny-4-yl)-1H-benzimidazole-4-carboxamide). As a reaction SMILES: Br[C:2]1[CH:7]=[CH:6][C:5]([C:8]2[NH:12][C:11]3[CH:13]=[CH:14][CH:15]=[C:16]([C:17]([NH2:19])=[O:18])[C:10]=3[N:9]=2)=[CH:4][CH:3]=1.[CH:20]([C:22]1[CH:27]=[CH:26][C:25](B(O)O)=[CH:24][CH:23]=1)=[O:21].C(=O)([O-])[O-].[Na+].[Na+]>O1CCOCC1.C1C=CC(P(C2C=CC=CC=2)[C-]2C=CC=C2)=CC=1.C1C=CC(P(C2C=CC=CC=2)[C-]2C=CC=C2)=CC=1.Cl[Pd]Cl.[Fe+2]>[CH:20]([C:22]1[CH:27]=[CH:26][C:25]([C:2]2[CH:7]=[CH:6][C:5]([C:8]3[NH:12][C:11]4[CH:13]=[CH:14][CH:15]=[C:16]([C:17]([NH2:19])=[O:18])[C:10]=4[N:9]=3)=[CH:4][CH:3]=2)=[CH:24][CH:23]=1)=[O:21] |f:2.3.4,6.7.8.9|. Reported procedure: A solution of EXAMPLE 3A (1.18 g, 3.8 mmol) and 4-formylphenylboronic acid (0.57 g, 3.8 mmol) in dioxane (15 mL) was treated with [1,1′-bis(diphenylphosphino)ferrocene]dichloro palladium (0.32 g, 0.4 mmol) and sodium carbonate (1.8 g, 17 mmol). The mixture was heated at 95° C. for 24 hours, then cooled and filtered. The filtrate was concentrated to provide the crude product, which was used without further purification. MS (ESI) m/e 342 (M+H)+. The reactants are C(=O)([O-])[O-].[Na+].[Na+] (Na2CO3), CCOC(=O)C (EtOAc), BrC=1N(C2=CC(=CC=C2C1C1CCCCC1)C(=O)OC)CC(=O)OC(C)(C)C (methyl 2-bromo-1-(2-tert-butoxy-2-oxoethyl)-3-cyclohexyl-1H-indole-6-carboxylate), C(=O)C=1SC=CC1B(O)O ((2-formyl-3-thienyl) boronic acid). The reagents and catalysts are Cl[Pd]([P](C1=CC=CC=C1)(C2=CC=CC=C2)C3=CC=CC=C3)([P](C4=CC=CC=C4)(C5=CC=CC=C5)C6=CC=CC=C6)Cl (Pd(PPh3)2Cl2). Solvent: O1CCOCC1 (dioxane). Yields the product C(C)(C)(C)OC(CN1C(=C(C2=CC=C(C=C12)C(=O)OC)C1CCCCC1)C1=C(SC=C1)C=O)=O (Methyl 1-(2-tert-butoxy-2-oxoethyl)-3-cyclohexyl-2-(2-formyl-3-thienyl)-1H-indole-6-carboxylate). RXN SMILES: Br[C:2]1[N:3]([CH2:21][C:22]([O:24][C:25]([CH3:28])([CH3:27])[CH3:26])=[O:23])[C:4]2[C:9]([C:10]=1[CH:11]1[CH2:16][CH2:15][CH2:14][CH2:13][CH2:12]1)=[CH:8][CH:7]=[C:6]([C:17]([O:19][CH3:20])=[O:18])[CH:5]=2.[CH:29]([C:31]1[S:32][CH:33]=[CH:34][C:35]=1B(O)O)=[O:30].C([O-])([O-])=O.[Na+].[Na+].CCOC(C)=O>O1CCOCC1.Cl[Pd](Cl)([P](C1C=CC=CC=1)(C1C=CC=CC=1)C1C=CC=CC=1)[P](C1C=CC=CC=1)(C1C=CC=CC=1)C1C=CC=CC=1>[C:25]([O:24][C:22](=[O:23])[CH2:21][N:3]1[C:4]2[C:9](=[CH:8][CH:7]=[C:6]([C:17]([O:19][CH3:20])=[O:18])[CH:5]=2)[C:10]([CH:11]2[CH2:16][CH2:15][CH2:14][CH2:13][CH2:12]2)=[C:2]1[C:35]1[CH:34]=[CH:33][S:32][C:31]=1[CH:29]=[O:30])([CH3:28])([CH3:27])[CH3:26] |f:2.3.4,^1:59,78|. Reported procedure: Methyl 2-bromo-1-(2-tert-butoxy-2-oxoethyl)-3-cyclohexyl-1H-indole-6-carboxylate (prepared as described in Example 1, Step 1) and (2-formyl-3-thienyl) boronic acid (1.5 eq) were dissolved in dioxane (0.07 M) and 2M aqueous Na2CO3 (6 eq) was added. The solution was degassed by bubbling argon, Pd(PPh3)2Cl2 (0.2 eq) was added, and the reaction mixture was refluxed for 45 min; after cooling EtOAc was added and the solution washed with water and brine, dried over Na2SO4 and concentrated. The title co...